Dataset: the Open Reaction Database (ORD), a public repository of structured organic reaction records. Task: describe an organic reaction: reactants, conditions, products, and yield Starting materials: CCCCCC (Hexane), ClC1=NC(=C(C(=N1)Cl)C#N)Cl (2,4,6-trichloropyrimidine-5-carbonitrile), C(C)(C)S(=O)(=O)C1=C(N)C=CC=C1 (2-(isopropylsulfonyl)aniline), [H-].[Na+] (sodium hydride). The solvent is CCOC(=O)C (EtOAc), CN(C)C=O (DMF). Run at temperature 30 celsius, time 2 hour. The product is ClC1=NC(=C(C(=N1)Cl)C#N)NC1=C(C=CC=C1)S(=O)(=O)C(C)C (2,4-dichloro-6-(2-(isopropylsulfonyl)phenylamino)pyrimidine-5-carbonitrile). RXN SMILES: [Cl:1][C:2]1[N:7]=[C:6](Cl)[C:5]([C:9]#[N:10])=[C:4]([Cl:11])[N:3]=1.[CH:12]([S:15]([C:18]1[CH:24]=[CH:23][CH:22]=[CH:21][C:19]=1[NH2:20])(=[O:17])=[O:16])([CH3:14])[CH3:13].[H-].[Na+].CCCCCC>CN(C=O)C.CCOC(C)=O>[Cl:1][C:2]1[N:3]=[C:4]([Cl:11])[C:5]([C:9]#[N:10])=[C:6]([NH:20][C:19]2[CH:21]=[CH:22][CH:23]=[CH:24][C:18]=2[S:15]([CH:12]([CH3:14])[CH3:13])(=[O:17])=[O:16])[N:7]=1 |f:2.3|. Procedure details: To a solution of 2,4,6-trichloropyrimidine-5-carbonitrile (1.0 mmol) and 2-(isopropylsulfonyl)aniline (1.0 mmol) in 5 mL of DMF, was added sodium hydride (24 mg). The suspension was stirred at 30° C. for 2 hours. Product was obtained after work-up and column chromatography (9:1 Hexane:EtOAc). MS (ES+): 371.01 (M+1)+. Reactants: ClC1=C2C(=NC(=C1)C)C=NN2 (7-chloro-5-methyl-1H-pyrazolo(4,3-b)pyridine), NCCCO (3-aminopropanol). The solvent is C=1(C(=CC=CC1)C)C (xylene). Yields the product hydrochloride salt, OCCCNC1=C2C(=NC(=C1)C)C=NN2 (7-[3-hydroxypropylamino]-5-methyl-1H-pyrazolo[4,3-b]pyridine). Isolated yield 64.3%. RXN SMILES: Cl[C:2]1[CH:7]=[C:6]([CH3:8])[N:5]=[C:4]2[CH:9]=[N:10][NH:11][C:3]=12.[NH2:12][CH2:13][CH2:14][CH2:15][OH:16]>C1(C)C(C)=CC=CC=1>[OH:16][CH2:15][CH2:14][CH2:13][NH:12][C:2]1[CH:7]=[C:6]([CH3:8])[N:5]=[C:4]2[CH:9]=[N:10][NH:11][C:3]=12. Reported procedure: 7-Chloro-5-methyl-H-pyrazolo[4,3-b]pyridine (D4) (0.5 g, 0.003 mole) and 3-aminopropanol (0.75 g, 0.01 mole) in dry xylene (5 ml) were heated under reflux for 4 h. The solvent was removed under reduced pressure and the resulting oil recrystallised from methanol/ethyl acetate to give the hydrochloride salt of the title compound as a white crystalline solid (398 mg, 55%), m.p. 194°-196° C.